The task is: describe an organic reaction: reactants, conditions, products, and yield. This data is from the Open Reaction Database (ORD), a public repository of structured organic reaction records. The reactants are CCO, COC(=O)CC(C)C(=O)NC(C)C(=O)O, NO, [Na]. The product is [Na], CC(CC(=O)NO)C(=O)NC(C)C(=O)O. As a reaction SMILES: [CH3:19][CH2:20][OH:21].[CH3:1][O:2][C:3](=[O:4])[CH2:5][CH:6]([C:7](=[O:8])[NH:9][CH:10]([CH3:11])[C:12](=[O:13])[OH:14])[CH3:15].[NH2:16][OH:17].[Na:18]>>[Na:18].[O:2]=[C:3]([CH2:5][CH:6]([C:7](=[O:8])[NH:9][CH:10]([CH3:11])[C:12](=[O:13])[OH:14])[CH3:15])[NH:16][OH:17]. Starting materials: CC=1C=CC(=CC1)S(=O)(=O)N (p-Toluenesulfonamide), C(C1=CC=CC=C1)C1=CC=C(CN2C=C(C3=CC(=CC=C23)OCC2=CC=CC=C2)C(C(=O)NC=2C=C(C(=O)O)C=CC2)=O)C=C1 (3-({2-[1-(4-benzylbenzyl)-5-(benzyloxy)-1H-indol-3-yl]-2-oxoacetyl}amino)benzoic acid), C1CCOC1 (THF), CCN=C=NCCCN(C)C (EDCI). Run at time 8 hour. Procedure details: To the acid obtained in Example 71 (0.1 g) in CH2C2 (10 mL) is added THF (5 mL) to help dissolve the compound. EDCI (0.045 g) and DMAP (0.02 g) was added and the mixture was stirred a room temperature of 1 h. p-Toluenesulfonamide (0.04 g) was added and the reaction was stirred overnight. The reaction mixture was take up in ethyl acetate and washed with water, dried (MgSO4), filtered and concentrated. Chromatography (7% MeOH/CH2Cl2) afforded the title compound (0.045 g, 40%) as a yellow solid. MS... RXN SMILES: [CH2:1]([C:8]1[CH:45]=[CH:44][C:11]([CH2:12][N:13]2[C:21]3[C:16](=[CH:17][C:18]([O:22][CH2:23][C:24]4[CH:29]=[CH:28][CH:27]=[CH:26][CH:25]=4)=[CH:19][CH:20]=3)[C:15]([C:30](=[O:43])[C:31]([NH:33][C:34]3[CH:35]=[C:36]([CH:40]=[CH:41][CH:42]=3)[C:37](O)=[O:38])=[O:32])=[CH:14]2)=[CH:10][CH:9]=1)[C:2]1[CH:7]=[CH:6][CH:5]=[CH:4][CH:3]=1.C1COCC1.CCN=C=NCCCN(C)C.[CH3:62][C:63]1[CH:64]=[CH:65][C:66]([S:69]([NH2:72])(=[O:71])=[O:70])=[CH:67][CH:68]=1>CN(C1C=CN=CC=1)C.C(OCC)(=O)C>[CH2:1]([C:8]1[CH:9]=[CH:10][C:11]([CH2:12][N:13]2[C:21]3[C:16](=[CH:17][C:18]([O:22][CH2:23][C:24]4[CH:29]=[CH:28][CH:27]=[CH:26][CH:25]=4)=[CH:19][CH:20]=3)[C:15]([C:30](=[O:43])[C:31]([NH:33][C:34]3[CH:42]=[CH:41][CH:40]=[C:36]([C:37]([NH:72][S:69]([C:66]4[CH:65]=[CH:64][C:63]([CH3:62])=[CH:68][CH:67]=4)(=[O:71])=[O:70])=[O:38])[CH:35]=3)=[O:32])=[CH:14]2)=[CH:44][CH:45]=1)[C:2]1[CH:7]=[CH:6][CH:5]=[CH:4][CH:3]=1. Run in C(C)(=O)OCC (ethyl acetate). Reagents/catalysts: CN(C)C=1C=CN=CC1 (DMAP). Isolated yield 35.8%. The product is C(C1=CC=CC=C1)C1=CC=C(CN2C=C(C3=CC(=CC=C23)OCC2=CC=CC=C2)C(C(=O)NC2=CC(=CC=C2)C(=O)NS(=O)(=O)C2=CC=C(C=C2)C)=O)C=C1 (2-[1-(4-benzylbenzyl)-5-(benzyloxy)-1H-indol-3-yl]-N-[3-({[(4-methylphenyl)sulfonyl]amino}carbonyl)phenyl]-2-oxoacetamide). Starting materials: C1(=CC=CC=C1)C (toluene), N[C@H](C(=O)OC)CC(CC1=CC=CC=C1)(F)F (methyl (S)-2-amino-4,4-difluoro-5-phenylpentanoate), C(=O)(Cl)Cl (phosgene), N1=CC=CC=C1 (pyridine). The solvent is ClCCl (dichloromethane). Conditions: temperature 0 celsius, time 15 minute. Yields the product FC(C[C@@H](C(=O)OC)N=C=O)(CC1=CC=CC=C1)F (Methyl (S)-4,4-difluoro-2-isocyanato-5-phenylpentanoate). RXN SMILES: [NH2:1][C@@H:2]([CH2:7][C:8]([F:17])([F:16])[CH2:9][C:10]1[CH:15]=[CH:14][CH:13]=[CH:12][CH:11]=1)[C:3]([O:5][CH3:6])=[O:4].N1C=CC=CC=1.[C:24](Cl)(Cl)=[O:25].C1(C)C=CC=CC=1>ClCCl>[F:17][C:8]([F:16])([CH2:9][C:10]1[CH:15]=[CH:14][CH:13]=[CH:12][CH:11]=1)[CH2:7][C@H:2]([N:1]=[C:24]=[O:25])[C:3]([O:5][CH3:6])=[O:4]. Procedure details: Under argon, methyl (S)-2-amino-4,4-difluoro-5-phenylpentanoate (400 mg, 1.64 mmol) was dissolved in 20 ml of dichloromethane. At RT, pyridine (520 mg, 4 eq.) was added dropwise and the resulting solution was stirred for 15 minutes. The mixture was then cooled to 0° C. and admixed with 20% phosgene solution in toluene (2.16 ml, 4.1 mmol, 2.5 eq.). The mixture was stirred at RT for 90 minutes and then the solvent was removed under reduced pressure. The mixture was codistilled with 10 ml of toluen... Reactants: C(=O)C=1N=C(N(C1)C(C1=CC=CC=C1)(C1=CC=CC=C1)C1=CC=CC=C1)F (4-formyl-2-fluoro-1-triphenylmethylimidazole), [OH-].[K+] (potassium hydroxide), [OH-].[K+] (KOH). The reagents and catalysts are [N+](=O)([O-])[O-].[Ag+] (silver nitrate). Solvent: C(C)O (ethanol), C(Cl)Cl (CH2Cl2), O (water), O (water). Reaction conditions: time 2 hour. Yields the product C(=O)(O)C=1N=C(N(C1)C(C1=CC=CC=C1)(C1=CC=CC=C1)C1=CC=CC=C1)F (4-carboxy-2-fluoro-1-triphenylmethylimidazole). As a reaction SMILES: [CH:1]([C:3]1[N:4]=[C:5]([F:27])[N:6]([C:8]([C:21]2[CH:26]=[CH:25][CH:24]=[CH:23][CH:22]=2)([C:15]2[CH:20]=[CH:19][CH:18]=[CH:17][CH:16]=2)[C:9]2[CH:14]=[CH:13][CH:12]=[CH:11][CH:10]=2)[CH:7]=1)=[O:2].[OH-:28].[K+]>C(O)C.C(Cl)Cl.O.[N+]([O-])([O-])=O.[Ag+]>[C:1]([C:3]1[N:4]=[C:5]([F:27])[N:6]([C:8]([C:15]2[CH:16]=[CH:17][CH:18]=[CH:19][CH:20]=2)([C:9]2[CH:10]=[CH:11][CH:12]=[CH:13][CH:14]=2)[C:21]2[CH:26]=[CH:25][CH:24]=[CH:23][CH:22]=2)[CH:7]=1)([OH:28])=[O:2] |f:1.2,6.7|. Procedure: A solution of 4-formyl-2-fluoro-1-triphenylmethylimidazole (356 mg.) in ethanol (5 ml.) and CH2Cl2 (3 ml.) was treated with silver nitrate (0.37 g.) in water (0.5 ml.) followed by the dropwise addition of 5 ml. of potassium hydroxide solution (5 ml. of a solution of 2.1 g. KOH in 35 ml. water). The mixture was stirred at room temperature for two hours, filtered and the filtrate extracted with ether. The aqueous layer was acidified with concentrated HCl and extracted with CHCl3. The organic layer... The reactants are [BH4-], CO, O=CCCc1ccc([N+](=O)[O-])cc1C(F)(F)F, [Na+]. Product: O=[N+]([O-])c1ccc(CCCO)c(C(F)(F)F)c1. As a reaction SMILES: [BH4-:18].[CH3:20][OH:21].[N+:1](=[O:2])([O-:3])[c:4]1[cH:5][c:6]([C:14]([F:15])([F:16])[F:17])[c:7]([CH2:10][CH2:11][CH:12]=[O:13])[cH:8][cH:9]1.[Na+:19]>>[N+:1](=[O:2])([O-:3])[c:4]1[cH:5][c:6]([C:14]([F:15])([F:16])[F:17])[c:7]([CH2:10][CH2:11][CH2:12][OH:13])[cH:8][cH:9]1. The reactants are CC1CC(N2CCCC2)CCN1, Cc1nn(-c2cccc(C(F)(F)F)c2)c(C2CC2)c1C(=O)O, Cl, Cl. Yields the product Cc1nn(-c2cccc(C(F)(F)F)c2)c(C2CC2)c1C(=O)N1CCC(N2CCCC2)CC1C. RXN SMILES: [CH3:25][CH:26]1[NH:27][CH2:28][CH2:29][CH:30]([N:32]2[CH2:33][CH2:34][CH2:35][CH2:36]2)[CH2:31]1.[CH:1]1([c:4]2[c:5]([C:20](=[O:21])[OH:22])[c:6]([CH3:19])[n:7][n:8]2-[c:9]2[cH:10][c:11]([C:15]([F:16])([F:17])[F:18])[cH:12][cH:13][cH:14]2)[CH2:2][CH2:3]1.[ClH:23].[ClH:24]>>[CH:1]1([c:4]2[c:5]([C:20](=[O:22])[N:27]3[CH:26]([CH3:25])[CH2:31][CH:30]([N:32]4[CH2:33][CH2:34][CH2:35][CH2:36]4)[CH2:29][CH2:28]3)[c:6]([CH3:19])[n:7][n:8]2-[c:9]2[cH:10][c:11]([C:15]([F:16])([F:17])[F:18])[cH:12][cH:13][cH:14]2)[CH2:2][CH2:3]1. Starting materials: [Na] (sodium), ClC1=CC=NC=C1 (4-chloropyridine), C(CO)O (ethylene glycol), C(=O)=O (dry ice). Run at temperature -15 celsius, time 1 hour. Yields the product OCCOC1=CC=NC=C1 (4-(2-hydroxyethoxy)pyridine). Reaction SMILES: [Na].Cl[C:3]1[CH:8]=[CH:7][N:6]=[CH:5][CH:4]=1.C(=O)=O.[CH2:12]([OH:15])[CH2:13][OH:14]>>[OH:14][CH2:13][CH2:12][O:15][C:3]1[CH:8]=[CH:7][N:6]=[CH:5][CH:4]=1 |^1:0|. Procedure: To a solution of sodium (9.2 g) in ethylene glycol (100 ml) was added portionwise 4-chloropyridine (39.6 g) under heating at 120° to 130° C. and stirring, which was continued for one hour at 130° C. after the addition. The mixture was cooled to -15° C. and dry ice (5.2 g) was added thereto. The mixture was warmed to 45° C. and allowed to stand at room temperature. The resulting precipitates were removed by filtration and washed with diisopropyl ether. The filtrate and washings were combined and ...